This data is from the Open Reaction Database (ORD), a public repository of structured organic reaction records. The task is: describe an organic reaction: reactants, conditions, products, and yield Reactants: ice, C(C)(C)(C)OC(=O)N1C(CC2(CC2)CC1)C(=O)O (6-(tert-butoxycarbonyl)-6-azaspiro[2.5]octane-5-carboxylic acid), CCOCC (Et2O). The solvent is CCOCC.CO (Et2O MeOH), [Si](C)(C)(C)C=[N+]=[N-] (TMSCHN2). Reaction conditions: temperature 0 celsius, time 2 hour. Yields the product C1CC12CC(N(CC2)C(=O)OC(C)(C)C)C(=O)OC (6-tert-butyl 5-methyl 6-azaspiro[2.5]octane-5,6-dicarboxylate). The yield is 199.9%. Reaction SMILES: [C:1]([O:5][C:6]([N:8]1[CH2:15][CH2:14][C:11]2([CH2:13][CH2:12]2)[CH2:10][CH:9]1[C:16]([OH:18])=[O:17])=[O:7])([CH3:4])([CH3:3])[CH3:2].[CH3:19]COCC>CCOCC.CO.[Si](C=[N+]=[N-])(C)(C)C>[CH2:12]1[C:11]2([CH2:14][CH2:15][N:8]([C:6]([O:5][C:1]([CH3:4])([CH3:2])[CH3:3])=[O:7])[CH:9]([C:16]([O:18][CH3:19])=[O:17])[CH2:10]2)[CH2:13]1 |f:2.3|. Procedure details: To an ice cooled solution of 6-(tert-butoxycarbonyl)-6-azaspiro[2.5]octane-5-carboxylic acid (racemic mixture) (D1) (500 mg, 0.78 mmol) in Et2O/MeOH (10/5 ml), TMSCHN2 2M sol in Et2O (1.5 ml, 2.94 mmol) was added and the resulting mixture was stirred 2 hrs at 0° C. then 18 hrs at RT. After solvent evaporation the crude residue was loaded onto SPE-Si cartridge (10 g) eluting with DCM. Collected fractions after solvent evaporation afforded the title compound (D4) (420 mg) as a clear oil. The reactants are C(C)(C)(C)S(=O)(=O)C[C@H](C(=O)N[C@H](C(=O)N[C@H]([C@H]([C@H](C(C)C)O)O)CC1CCCCC1)CC=1N=CNC1)CC1=CC=CC=C1 ((S)-α-[(S)-α-[(t-butylsulphonyl)methyl]hydrocinnamamido]-N-[(1S,2R,3S)-1-(cyclohexylmethyl)-2,3-dihydroxy-4-methylpentyl]imidazole-4-propionamide), C1(=CC=C(C=C1)S(=O)(=O)O)C (p-toluenesulphonic acid), C([O-])(O)=O.[Na+] (sodium bicarbonate). Run in COC(C)(C)OC (dimethoxypropane). Product: C(C)(C)(C)S(=O)(=O)C[C@H](C(=O)N[C@H](C(=O)N[C@H]([C@H]1OC(O[C@H]1C(C)C)(C)C)CC1CCCCC1)CC=1N=CNC1)CC1=CC=CC=C1 ((S)-α-[(S)-α-[(t-butylsulphonyl)methyl]hydrocinnamamido]-N-[(S)-(cyclohexylmethyl)[(4R,5S)-5-isopropyl-2,2-dimethyl-1,3-dioxolan-4-yl]methyl]imidazole-4-propionamide). RXN SMILES: [C:1]([S:5]([CH2:8][C@@H:9]([CH2:38][C:39]1[CH:44]=[CH:43][CH:42]=[CH:41][CH:40]=1)[C:10]([NH:12][C@@H:13]([CH2:32][C:33]1[N:34]=[CH:35][NH:36][CH:37]=1)[C:14]([NH:16][C@@H:17]([CH2:25][CH:26]1[CH2:31][CH2:30][CH2:29][CH2:28][CH2:27]1)[C@@H:18]([OH:24])[C@@H:19]([OH:23])[CH:20]([CH3:22])[CH3:21])=[O:15])=[O:11])(=[O:7])=[O:6])([CH3:4])([CH3:3])[CH3:2].[C:45]1(C)[CH:50]=CC(S(O)(=O)=O)=C[CH:46]=1.C(=O)(O)[O-].[Na+]>COC(OC)(C)C>[C:1]([S:5]([CH2:8][C@@H:9]([CH2:38][C:39]1[CH:44]=[CH:43][CH:42]=[CH:41][CH:40]=1)[C:10]([NH:12][C@@H:13]([CH2:32][C:33]1[N:34]=[CH:35][NH:36][CH:37]=1)[C:14]([NH:16][C@@H:17]([CH2:25][CH:26]1[CH2:31][CH2:30][CH2:29][CH2:28][CH2:27]1)[C@@H:18]1[C@H:19]([CH:20]([CH3:21])[CH3:22])[O:23][C:45]([CH3:50])([CH3:46])[O:24]1)=[O:15])=[O:11])(=[O:7])=[O:6])([CH3:3])([CH3:4])[CH3:2] |f:2.3|. Procedure details: 50 mg of (S)-α-[(S)-α-[(t-butylsulphonyl)methyl]hydrocinnamamido]-N-[(1S,2R,3S)-1-(cyclohexylmethyl)-2,3-dihydroxy-4-methylpentyl]imidazole-4-propionamide and 50 mg of p-toluenesulphonic acid in 3 ml of dimethoxypropane are stirred at room temperature overnight. The reaction mixture is thereafter poured into 2N sodium bicarbonate solution and extracted with ethyl acetate. The organic phases are washed with water, dried and evaporated, whereby there is obtained (S)-α-[(S)-α-[(t-butylsulphonyl)met... The reactants are Clc1cc(Cl)cc(Cl)c1, NN, O, c1ccncc1. Product: NNc1cc(Cl)cc(Cl)c1. Reaction SMILES: [Cl:1][c:2]1[cH:3][c:4]([Cl:5])[cH:6][c:7]([Cl:8])[cH:9]1.[NH2:11][NH2:12].[OH2:10].[cH:13]1[cH:14][cH:15][n:16][cH:17][cH:18]1>>[Cl:1][c:2]1[cH:3][c:4]([Cl:5])[cH:6][c:7]([NH:11][NH2:12])[cH:9]1. The reactants are CO, CCC(CC)C(N=[N+]=[N-])c1ccnn1-c1ccc(OC)cc1. Yields the product CCC(CC)C(N)c1ccnn1-c1ccc(OC)cc1. RXN SMILES: [CH3:23][OH:24].[N:1](=[N+:2]=[N-:3])[CH:4]([CH:5]([CH2:6][CH3:7])[CH2:8][CH3:9])[c:10]1[cH:11][cH:12][n:13][n:14]1-[c:15]1[cH:16][cH:17][c:18]([O:21][CH3:22])[cH:19][cH:20]1>>[NH2:1][CH:4]([CH:5]([CH2:6][CH3:7])[CH2:8][CH3:9])[c:10]1[cH:11][cH:12][n:13][n:14]1-[c:15]1[cH:16][cH:17][c:18]([O:21][CH3:22])[cH:19][cH:20]1. The reactants are BrC1=C(C(=C(N)C=C1)F)F (4-bromo-2,3-difluoroaniline), ClC(Cl)(OC(OC(Cl)(Cl)Cl)=O)Cl (triphosgene), C1(CC1)C(=O)N1C[C@@H](CC1)CC(=O)NN (2-[(3S)-1-(cyclopropylcarbonyl)-3-pyrrolidinyl]acetohydrazide), CCN(C(C)C)C(C)C (Hunig's base). Run in ClCCl (dichloromethane), ClCCl (Dichloromethane). Conditions: temperature -78 celsius. Yields the product BrC1=C(C(=C(C=C1)NC(=O)NNC(C[C@H]1CN(CC1)C(=O)C1CC1)=O)F)F (N-(4-bromo-2,3-difluorophenyl)-2-{[(3S)-1-(cyclopropylcarbonyl)-3-pyrrolidinyl]acetyl}hydrazinecarboxamide). Reaction SMILES: [Br:1][C:2]1[CH:8]=[CH:7][C:5]([NH2:6])=[C:4]([F:9])[C:3]=1[F:10].Cl[C:12](Cl)([O:14]C(=O)OC(Cl)(Cl)Cl)Cl.CCN(C(C)C)C(C)C.[CH:32]1([C:35]([N:37]2[CH2:41][CH2:40][C@@H:39]([CH2:42][C:43]([NH:45][NH2:46])=[O:44])[CH2:38]2)=[O:36])[CH2:34][CH2:33]1>ClCCl>[Br:1][C:2]1[CH:8]=[CH:7][C:5]([NH:6][C:12]([NH:46][NH:45][C:43](=[O:44])[CH2:42][C@@H:39]2[CH2:40][CH2:41][N:37]([C:35]([CH:32]3[CH2:34][CH2:33]3)=[O:36])[CH2:38]2)=[O:14])=[C:4]([F:9])[C:3]=1[F:10]. Reported procedure: To a round bottom flask, 4-bromo-2,3-difluoroaniline (2 g, 9.62 mmol) and triphosgene (0.999 g, 3.37 mmol) were added under nitrogen and cooled to −78° C. Dichloromethane (40 mL) was added followed by the slow addition of Hunig's base (3.36 mL, 19.23 mmol). The reaction was allowed to warm to room temperature and analysis by LCMS indicated desired intermediate formation. The solution was re-cooled to −78° C. and 2-[(3S)-1-(cyclopropylcarbonyl)-3-pyrrolidinyl]acetohydrazide (1.051 g, 4.97 mmol) i... Starting materials: ClC=1C=C(C=O)C=CC1Cl (3,4-dichlorobenzaldehyde), Cl.O(C)N (methoxylamine hydrochloride), compounds 3-A, 3-B, C(#N)[BH3-].[Na+] (sodium cyanoborohydride). Procedure details: Reaction of 3,4-dichlorobenzaldehyde with methoxylamine hydrochloride followed by reduction with sodium cyanoborohydride as described in the preparation of compounds 3-A and 3-B gave the title hydroxylamine as a clear oil. 1HNMR 400 MHz (CDCl3) δ (ppm): 3.48 (3H, s), 3.99 (2H, s), 5.74 (1H, broad s), 7.20 (1H, dd, J=2.0 Hz and J=8.1 Hz), 7.40 (1H, d, J=8.1 Hz), 7.47 (1H, d, J=2.0 Hz). RXN SMILES: [Cl:1][C:2]1[CH:3]=[C:4]([CH:7]=[CH:8][C:9]=1[Cl:10])[CH:5]=O.Cl.[O:12]([NH2:14])[CH3:13].C([BH3-])#N.[Na+]>>[Cl:1][C:2]1[CH:3]=[C:4]([CH:7]=[CH:8][C:9]=1[Cl:10])[CH2:5][NH:14][O:12][CH3:13] |f:1.2,3.4|. Yields the product ClC=1C=C(CNOC)C=CC1Cl (N-(3,4-Dichloro-benzyl)-O-methyl-hydroxylamine). The reactants are Cl (HCl), C(C)(=O)NC=1C=C(C=CC1)C=1CCN(CC1)C(=O)OC(C)(C)C (tert-butyl 4-[3-(acetylamino)phenyl]-1,2,3,6-tetrahydro-1-pyridinecarboxylate). Run in O1CCOCC1 (dioxane), ClCCl (dichloromethane). Reaction conditions: time 8 hour. The product is N1CCC(=CC1)C=1C=C(C=CC1)NC(C)=O (N1-[3-(1,2,3,6-TETRAHYDRO-4-PYRIDINYL)PHENYL]ACETAMIDE), hydrochloride salt. Reaction SMILES: Cl.[C:2]([NH:5][C:6]1[CH:7]=[C:8]([C:12]2[CH2:13][CH2:14][N:15](C(OC(C)(C)C)=O)[CH2:16][CH:17]=2)[CH:9]=[CH:10][CH:11]=1)(=[O:4])[CH3:3]>O1CCOCC1.ClCCl>[NH:15]1[CH2:14][CH:13]=[C:12]([C:8]2[CH:7]=[C:6]([NH:5][C:2](=[O:4])[CH3:3])[CH:11]=[CH:10][CH:9]=2)[CH2:17][CH2:16]1. Procedure details: A solution of 4 M HCl in dioxane (10 mL) was added to tert-butyl 4-[3-(acetylamino)phenyl]-1,2,3,6-tetrahydro-1-pyridinecarboxylate (8.25 mmol) in dichloromethane (30 mL). The reaction mixture was stirred at room temperature overnight, concentrated in vacuo, giving the desired product as the hydrochloride salt (2.1 g): 1H NMR (CDCl3) δ 7.41–7.00 (m, 4H), 6.10 (br, 1H), 3.55 (m, 2H), 3.16 (t, 2H, J=5.7 Hz), 2.44 (m, 2H), 2.19 (s, 3H).